From a dataset of the Open Reaction Database (ORD), a public repository of structured organic reaction records. describe an organic reaction: reactants, conditions, products, and yield Reactants: CO, [Li+], COC(=O)c1ccc2c(C(N)=O)c(NC(N)=O)[nH]c2c1, C1CCOC1, [OH-], O, O. Product: NC(=O)Nc1[nH]c2cc(C(=O)O)ccc2c1C(N)=O. As a reaction SMILES: [CH3:29][OH:30].[Li+:3].[NH2:4][C:5](=[O:6])[NH:7][c:8]1[nH:9][c:10]2[cH:11][c:12]([C:20](=[O:21])[O:22][CH3:23])[cH:13][cH:14][c:15]2[c:16]1[C:17](=[O:18])[NH2:19].[O:24]1[CH2:25][CH2:26][CH2:27][CH2:28]1.[OH-:2].[OH2:1].[OH2:31]>>[NH2:4][C:5](=[O:6])[NH:7][c:8]1[nH:9][c:10]2[cH:11][c:12]([C:20](=[O:21])[OH:22])[cH:13][cH:14][c:15]2[c:16]1[C:17](=[O:18])[NH2:19]. The reactants are CCN=C=NCCCN(C)C, COc1ccc(CCN)cc1, CN(C)C=O, CCOC(C)=O, O=C(O)c1ccc(-c2ccc(Cl)cc2)cc1, Cl, On1nnc2ccccc21. The product is COc1ccc(CCNC(=O)c2ccc(-c3ccc(Cl)cc3)cc2)cc1. As a reaction SMILES: [CH2:39]([N:40]=[C:41]=[N:42][CH2:43][CH2:44][CH2:45][N:46]([CH3:47])[CH3:48])[CH3:49].[CH3:1][O:2][c:3]1[cH:4][cH:5][c:6]([CH2:9][CH2:10][NH2:11])[cH:7][cH:8]1.[CH3:50][N:51]([CH3:52])[CH:53]=[O:54].[CH3:55][CH2:56][O:57][C:58](=[O:59])[CH3:60].[Cl:12][c:13]1[cH:14][cH:15][c:16](-[c:19]2[cH:20][cH:21][c:22]([C:25](=[O:26])[OH:27])[cH:23][cH:24]2)[cH:17][cH:18]1.[ClH:38].[OH:28][n:29]1[c:30]2[cH:31][cH:32][cH:33][cH:34][c:35]2[n:36][n:37]1>>[CH3:1][O:2][c:3]1[cH:4][cH:5][c:6]([CH2:9][CH2:10][NH:11][C:25]([c:22]2[cH:21][cH:20][c:19](-[c:16]3[cH:15][cH:14][c:13]([Cl:12])[cH:18][cH:17]3)[cH:24][cH:23]2)=[O:26])[cH:7][cH:8]1. The reactants are NCC1=CC(=NC(=N1)OC)OC (6-aminomethyl-2,4-dimethoxypyrimidine), C(C)(=O)OC(C)=O (acetic anhydride). Reagents/catalysts: S(O)(O)(=O)=O (sulfuric acid). Yields the product C(C)(=O)NCC1=CC(=NC(=N1)OC)OC (6-acetylaminomethyl-2,4-dimethoxypyrimidine). As a reaction SMILES: [NH2:1][CH2:2][C:3]1[N:8]=[C:7]([O:9][CH3:10])[N:6]=[C:5]([O:11][CH3:12])[CH:4]=1.[C:13](OC(=O)C)(=[O:15])[CH3:14]>S(=O)(=O)(O)O>[C:13]([NH:1][CH2:2][C:3]1[N:8]=[C:7]([O:9][CH3:10])[N:6]=[C:5]([O:11][CH3:12])[CH:4]=1)(=[O:15])[CH3:14]. Procedure: A sample of 6-aminomethyl-2,4-dimethoxypyrimidine (from Example 11) was stirred at 20° C. with excess acetic anhydride and a few drops of sulfuric acid for about 20 hours. Evaporation, extraction into chloroform and reisolation provided 6-acetylaminomethyl-2,4-dimethoxypyrimidine. Reactants: CC(C)(C)OC(=O)NC1CCC(CNc2nc(NCc3cccc(N4CCCCC4)c3)ncc2[N+](=O)[O-])CC1, ClCCl, O=C(O)C(F)(F)F. The product is NC1CCC(CNc2nc(NCc3cccc(N4CCCCC4)c3)ncc2[N+](=O)[O-])CC1. Reaction SMILES: [C:1]([O:2][C:3](=[O:4])[NH:7][CH:8]1[CH2:9][CH2:10][CH:11]([CH2:14][NH:15][c:16]2[n:17][c:18]([NH:25][CH2:26][c:27]3[cH:28][c:29]([N:33]4[CH2:34][CH2:35][CH2:36][CH2:37][CH2:38]4)[cH:30][cH:31][cH:32]3)[n:19][cH:20][c:21]2[N+:22](=[O:23])[O-:24])[CH2:12][CH2:13]1)([CH3:5])([CH3:6])[CH3:39].[Cl:47][CH2:48][Cl:49].[F:40][C:41]([F:42])([F:43])[C:44]([OH:45])=[O:46]>>[NH2:7][CH:8]1[CH2:9][CH2:10][CH:11]([CH2:14][NH:15][c:16]2[n:17][c:18]([NH:25][CH2:26][c:27]3[cH:28][c:29]([N:33]4[CH2:34][CH2:35][CH2:36][CH2:37][CH2:38]4)[cH:30][cH:31][cH:32]3)[n:19][cH:20][c:21]2[N+:22](=[O:23])[O-:24])[CH2:12][CH2:13]1. Reactants: OCCN(CCCO)SC(C1=CC=CC=C1)(C1=CC=CC=C1)C1=CC=CC=C1 (N-(2-Hydroxyethyl)-N-tritylsulfenyl-3-amino-1-propanol), C1(=CC=C(C=C1)S(=O)(=O)Cl)C (p-Toluensufonylchloride). Reported procedure: N-(2-Hydroxyethyl)-N-tritylsulfenyl-3-amino-1-propanol (5.0 g, 12.64 mmol) is dissolved in pyridine (100 mL) and cooled to 0° C. p-Toluensufonylchloride (2.65 g, 13.9 mmol) is dissolve in CH2Cl2 (50 mL) and added to the reaction mixture at 0° C. via dropping funnel. The reaction is monitored by TLC to completion. The reaction mixture is concentrated in vacuo and the resultant residue is dissolved in EtOAc and washed with H2O (3×50 mL) and brine (2×50 mL). The EtOAc is dried (MgSO4), filtered and... The product is S(=O)(=O)(C1=CC=C(C)C=C1)CCN(CCC(O)S(=O)(=O)C1=CC=C(C)C=C1)SC(C1=CC=CC=C1)(C1=CC=CC=C1)C1=CC=CC=C1 (N-(2-Tosylethyl)-N-tritylsulfenyl-3-amino-1-tosylpropanol). Solvent: N1=CC=CC=C1 (pyridine), C(Cl)Cl (CH2Cl2). RXN SMILES: O[CH2:2][CH2:3][N:4]([S:9][C:10]([C:23]1[CH:28]=[CH:27][CH:26]=[CH:25][CH:24]=1)([C:17]1[CH:22]=[CH:21][CH:20]=[CH:19][CH:18]=1)[C:11]1[CH:16]=[CH:15][CH:14]=[CH:13][CH:12]=1)[CH2:5][CH2:6][CH2:7][OH:8].[C:29]1([CH3:39])[CH:34]=[CH:33][C:32]([S:35](Cl)(=[O:37])=[O:36])=[CH:31][CH:30]=1>N1C=CC=CC=1.C(Cl)Cl>[S:35]([CH2:2][CH2:3][N:4]([S:9][C:10]([C:17]1[CH:22]=[CH:21][CH:20]=[CH:19][CH:18]=1)([C:11]1[CH:12]=[CH:13][CH:14]=[CH:15][CH:16]=1)[C:23]1[CH:28]=[CH:27][CH:26]=[CH:25][CH:24]=1)[CH2:5][CH2:6][CH:7]([S:35]([C:32]1[CH:33]=[CH:34][C:29]([CH3:39])=[CH:30][CH:31]=1)(=[O:37])=[O:36])[OH:8])([C:32]1[CH:33]=[CH:34][C:29]([CH3:39])=[CH:30][CH:31]=1)(=[O:37])=[O:36].